From a dataset of the Open Reaction Database (ORD), a public repository of structured organic reaction records. describe an organic reaction: reactants, conditions, products, and yield Starting materials: CC(=O)OC1NC(=O)C1NC(=O)OCc1ccccc1, CCOC(C)=O, [H][H]. Product: CC(=O)OC1NC(=O)C1N. RXN SMILES: [CH2:1]([O:2][C:3](=[O:4])[NH:11][CH:12]1[C:13](=[O:20])[NH:14][CH:15]1[O:16][C:17]([CH3:18])=[O:19])[c:5]1[cH:6][cH:7][cH:8][cH:9][cH:10]1.[CH3:23][CH2:24][O:25][C:26](=[O:27])[CH3:28].[H:21][H:22]>>[NH2:11][CH:12]1[C:13](=[O:20])[NH:14][CH:15]1[O:16][C:17]([CH3:18])=[O:19]. Starting materials: C(C)(C)O (isopropyl alcohol), C(CCCCCC#CCCCCCC)O (7-tetradecyne-1-ol), CrO3. Run in CC(=O)C (acetone), OS(=O)(=O)O (H2SO4). Run at time 30 hour. The product is C(CCCCCC#CCCCCCC)(=O)O (7-tetradecynoic acid). As a reaction SMILES: [CH2:1]([OH:15])[CH2:2][CH2:3][CH2:4][CH2:5][CH2:6][C:7]#[C:8][CH2:9][CH2:10][CH2:11][CH2:12][CH2:13][CH3:14].C([OH:19])(C)C>CC(C)=O.OS(O)(=O)=O>[C:1]([OH:19])(=[O:15])[CH2:2][CH2:3][CH2:4][CH2:5][CH2:6][C:7]#[C:8][CH2:9][CH2:10][CH2:11][CH2:12][CH2:13][CH3:14]. Procedure details: A solution of 7-tetradecyne-1-ol (2.10 g) in acetone (100 ml) was added dropwise to a vigorously stirred solution of 20 ml of 1M CrO3 in 10N H2SO4 cooled in ice. The addition took 30 hours after which 5 ml of isopropyl alcohol was added and the reaction mixture was filtered. The filtrate was diluted with 50 ml of water and extracted five times with ether. The combined organic phases were washed with water and saturated NaCl solution. The ether solution was then washed two times with 2N NaOH. The... Reaction SMILES: C1(P(C2C=CC=CC=2)C2C=CC=CC=2)C=CC=CC=1.N(C(OC(C)C)=O)=NC(OC(C)C)=O.[CH2:34]([O:36][C:37](=[O:52])[CH2:38][CH2:39][N:40]([C:45]([O:47][C:48]([CH3:51])([CH3:50])[CH3:49])=[O:46])[C@H:41]([CH3:44])[CH2:42]O)[CH3:35].[N-:53]=[N+:54]=[N-:55]>O1CCCC1>[CH2:34]([O:36][C:37](=[O:52])[CH2:38][CH2:39][N:40]([C:45]([O:47][C:48]([CH3:51])([CH3:50])[CH3:49])=[O:46])[C@H:41]([CH3:44])[CH2:42][N:53]=[N+:54]=[N-:55])[CH3:35]. Procedure: Triphenylphosphine (12.0 g, 45.9 mmol) and diisopropyl azodicarboxylate (9.88 g, 45.9 mmol) were added at room temperature to a solution of 3-[tert-butoxycarbonyl-((R)-2-hydroxy-1-methyl-ethyl)-amino]-propionic acid ethyl ester in tetrahydrofuran (600 ml), then after 2 min diphenylphorphoryl azide (12.6 g, 45.9 mmol) was added. After 16 h the reaction mixture was concentrated and the residue purified by chromatography (SiO2; heptane-ethyl acetate gradient) to afford slightly impure 3-[tert-butox... The solvent is O1CCCC1 (tetrahydrofuran). The product is C(C)OC(CCN([C@@H](CN=[N+]=[N-])C)C(=O)OC(C)(C)C)=O (3-[tert-butoxycarbonyl-((R)-2-azido-1-methyl-ethyl)-amino]-propionic acid ethyl ester). The reactants are [N-]=[N+]=[N-] (azide), C1(=CC=CC=C1)P(C1=CC=CC=C1)C1=CC=CC=C1 (Triphenylphosphine), N(=NC(=O)OC(C)C)C(=O)OC(C)C (diisopropyl azodicarboxylate), C(C)OC(CCN([C@@H](CO)C)C(=O)OC(C)(C)C)=O (3-[tert-butoxycarbonyl-((R)-2-hydroxy-1-methyl-ethyl)-amino]-propionic acid ethyl ester). The reactants are CN(C)C=O, CO, CC1(C)OC2C(CCS(=O)(=O)Cl)OC(n3cnc4c(Cl)ncnc43)C2O1, N. Yields the product CC1(C)OC2C(CCS(N)(=O)=O)OC(n3cnc4c(Cl)ncnc43)C2O1. Reaction SMILES: [CH3:28][N:29]([CH3:30])[CH:31]=[O:32].[CH3:33][OH:34].[Cl:1][c:2]1[c:3]2[n:4][cH:5][n:6]([CH:11]3[O:12][CH:13]([CH2:21][CH2:22][S:23](=[O:24])(=[O:25])[Cl:26])[CH:14]4[CH:15]3[O:16][C:17]([CH3:19])([CH3:20])[O:18]4)[c:7]2[n:8][cH:9][n:10]1.[NH3:27]>>[Cl:1][c:2]1[c:3]2[n:4][cH:5][n:6]([CH:11]3[O:12][CH:13]([CH2:21][CH2:22][S:23](=[O:24])(=[O:25])[NH2:27])[CH:14]4[CH:15]3[O:16][C:17]([CH3:19])([CH3:20])[O:18]4)[c:7]2[n:8][cH:9][n:10]1. The reactants are ClC1=NC(=CC(=C1)Cl)Cl (2,4,6-trichloropyridine), ClC=1C=CC(=C(C1)B(O)O)OC (5-chloro-2-methoxy-phenylboronic acid), [F-].[Cs+] (cesium fluoride). Reagents/catalysts: C=1C=CC(=CC1)[P](C=2C=CC=CC2)(C=3C=CC=CC3)[Pd]([P](C=4C=CC=CC4)(C=5C=CC=CC5)C=6C=CC=CC6)([P](C=7C=CC=CC7)(C=8C=CC=CC8)C=9C=CC=CC9)[P](C=1C=CC=CC1)(C=1C=CC=CC1)C=1C=CC=CC1 (tetrakis(triphenylphosphine)palladium(0)). Solvent: COCCOC (ethylene glycol dimethyl ether). Product: ClC1=NC(=CC(=C1)Cl)C1=C(C=CC(=C1)Cl)OC (2,4-dichloro-6-(5-chloro-2-methoxy-phenyl)-pyridine). The yield is 32.1%. Reaction SMILES: Cl[C:2]1[CH:7]=[C:6]([Cl:8])[CH:5]=[C:4]([Cl:9])[N:3]=1.[Cl:10][C:11]1[CH:12]=[CH:13][C:14]([O:20][CH3:21])=[C:15](B(O)O)[CH:16]=1.[F-].[Cs+]>COCCOC.C1C=CC([P]([Pd]([P](C2C=CC=CC=2)(C2C=CC=CC=2)C2C=CC=CC=2)([P](C2C=CC=CC=2)(C2C=CC=CC=2)C2C=CC=CC=2)[P](C2C=CC=CC=2)(C2C=CC=CC=2)C2C=CC=CC=2)(C2C=CC=CC=2)C2C=CC=CC=2)=CC=1>[Cl:9][C:4]1[CH:5]=[C:6]([Cl:8])[CH:7]=[C:2]([C:13]2[CH:12]=[C:11]([Cl:10])[CH:16]=[CH:15][C:14]=2[O:20][CH3:21])[N:3]=1 |f:2.3,^1:33,35,54,73|. Procedure details: To a mixture of 2,4,6-trichloropyridine (50 mg, 0.27 mmol), 5-chloro-2-methoxy-phenylboronic acid (54 mg, 0.28 mmol), cesium fluoride (100 mg, 0.66 mmol) in ethylene glycol dimethyl ether (10 ml), degassed with argon, was added tetrakis(triphenylphosphine)palladium(0) (30 mg, 0.026 mmol). The mixture was heated under reflux for 2 hours and filtered through a pad of celite under suction. The filtrate was concentrated under reduced pressure. The residue was purified by preparative thin layer chrom...